This data is from the Open Reaction Database (ORD), a public repository of structured organic reaction records. The task is: describe an organic reaction: reactants, conditions, products, and yield Reactants: O1CCOCC1 (dioxane), ClC1=CC=C(C=C1)SC1=C(N=C(N1C)I)C1=CC=C(C=C1)S(=O)(=O)C (5-[(4-chlorophenyl)sulfanyl]-2-iodo-1-methyl-4-[4-(methylsulfonyl)phenyl]-1H-imidazole), [O-]P(=O)([O-])[O-].[K+].[K+].[K+] (K3PO4), compound, CC=1C(=NNC1)B(O)O (methylpyrazole boronic acid). Reagents/catalysts: C=1C=CC(=CC1)[P](C=2C=CC=CC2)(C=3C=CC=CC3)[Pd]([P](C=4C=CC=CC4)(C=5C=CC=CC5)C=6C=CC=CC6)([P](C=7C=CC=CC7)(C=8C=CC=CC8)C=9C=CC=CC9)[P](C=1C=CC=CC1)(C=1C=CC=CC1)C=1C=CC=CC1 (Pd(PPh3)4). Run in CCOC(=O)C (EtOAc). Run at temperature 110 celsius. Yields the product ClC1=CC=C(C=C1)SC1=C(N=C(N1C)C=1C=NN(C1)C)C1=CC=C(C=C1)S(=O)(=O)C (4-{5-[(4-chlorophenyl)sulfanyl]-1-methyl-4-[4-(methylsulfonyl)phenyl]-1H-imidazol-2-yl}-1-methyl-1H-pyrazole). As a reaction SMILES: [Cl:1][C:2]1[CH:7]=[CH:6][C:5]([S:8][C:9]2[N:13]([CH3:14])[C:12](I)=[N:11][C:10]=2[C:16]2[CH:21]=[CH:20][C:19]([S:22]([CH3:25])(=[O:24])=[O:23])=[CH:18][CH:17]=2)=[CH:4][CH:3]=1.C[C:27]1[C:28](B(O)O)=[N:29][NH:30][CH:31]=1.[O-]P([O-])([O-])=O.[K+].[K+].[K+].O1CCOC[CH2:44]1>CCOC(C)=O.C1C=CC([P]([Pd]([P](C2C=CC=CC=2)(C2C=CC=CC=2)C2C=CC=CC=2)([P](C2C=CC=CC=2)(C2C=CC=CC=2)C2C=CC=CC=2)[P](C2C=CC=CC=2)(C2C=CC=CC=2)C2C=CC=CC=2)(C2C=CC=CC=2)C2C=CC=CC=2)=CC=1>[Cl:1][C:2]1[CH:7]=[CH:6][C:5]([S:8][C:9]2[N:13]([CH3:14])[C:12]([C:27]3[CH:28]=[N:29][N:30]([CH3:44])[CH:31]=3)=[N:11][C:10]=2[C:16]2[CH:21]=[CH:20][C:19]([S:22]([CH3:25])(=[O:24])=[O:23])=[CH:18][CH:17]=2)=[CH:4][CH:3]=1 |f:2.3.4.5,^1:58,60,79,98|. Procedure details: A mixture of Example 133 compound (60 mg, 0.119 mmol), methylpyrazole boronic acid (29.7 mg, 0.143 mmol), Pd(PPh3)4 (13.7 mg, 0.012 mmol), K3PO4 (50.5 mg, 0.238 mmol, aq) in dioxane (2 ml) was vacuumed and purged to N2 for 3 times, then reaction mixture was heated at 110° C. for 3 hrs. Reaction mixture was diluted with EtOAc, washed with brine dried and concentrated. Separated by prep TLC (hex:EtOAc:CH3OH=6:5:1) to give 4-{5-[(4-chlorophenyl)sulfanyl]-1-methyl-4-[4-(methylsulfonyl)phenyl]-1H-imi... Starting materials: C(CCC)[Li] (butyllithium), C(C=C)N(CCC/C(=C/CC/C(=C/C=O)/C)/C)C ((2E,6E)-10-(allyl-methyl-amino)-3,7-dimethyl-deca-2,6-dienal), BrC1=CC=C(C=C1)Br (1,4-dibromobenzene). Run in CCCCCC (hexane), C1CCOC1 (THF), C1CCOC1 (THF). Conditions: time 1 hour. Yields the product C(C=C)N(CCC/C(=C/CC/C(=C/C(O)C1=CC=C(C=C1)Br)/C)/C)C ((2E,6E)-(RS)-10-(allyl-methyl-amino)-1-(4-bromo-phenyl)-3,7-dimethyl-deca-2,6-dien-1-ol). The yield is 23.3%. RXN SMILES: Br[C:2]1[CH:7]=[CH:6][C:5]([Br:8])=[CH:4][CH:3]=1.C([Li])CCC.[CH2:14]([N:17]([CH3:31])[CH2:18][CH2:19][CH2:20]/[C:21](/[CH3:30])=[CH:22]/[CH2:23][CH2:24]/[C:25](/[CH3:29])=[CH:26]/[CH:27]=[O:28])[CH:15]=[CH2:16]>C1COCC1.CCCCCC>[CH2:14]([N:17]([CH3:31])[CH2:18][CH2:19][CH2:20]/[C:21](/[CH3:30])=[CH:22]/[CH2:23][CH2:24]/[C:25](/[CH3:29])=[CH:26]/[CH:27]([C:2]1[CH:7]=[CH:6][C:5]([Br:8])=[CH:4][CH:3]=1)[OH:28])[CH:15]=[CH2:16]. Procedure: A solution of 6.4 g of 1,4-dibromobenzene in 50 ml of absolute THF is cooled -78° C. and treated within 30 min. with 15.3 ml of 1.6M butyllithium in hexane. After 1 hr. 3.0 g of (2E,6E)-10-(allyl-methyl-amino)-3,7-dimethyl-deca-2,6-dienal (Ex. 57.1.A) in 12 ml of THF are added dropwise. After 1 1/2 hr. at -78° C. the bath is removed until the suspension has dissolved. Subsequently, 4.5 ml of acetic acid in 6 ml of ether are added dropwise at -78° C. Then, the mixture is poured into saturated amm...